Dataset: the Open Reaction Database (ORD), a public repository of structured organic reaction records. Task: describe an organic reaction: reactants, conditions, products, and yield Starting materials: O=C([O-])O, C[Si](C)(C)Cl, CCCCCC, CN(C)C=O, C#CCC(O)(CCCC)C(F)F, [Na+], c1c[nH]cn1. Product: C#CCC(CCCC)(O[Si](C)(C)C)C(F)F. As a reaction SMILES: [C:23](=[O:24])([OH:25])[O-:26].[CH3:18][Si:19]([Cl:20])([CH3:21])[CH3:22].[CH3:28][CH2:29][CH2:30][CH2:31][CH2:32][CH3:33].[CH3:34][N:35]([CH3:36])[CH:37]=[O:38].[F:1][CH:2]([C:3]([CH2:4][C:5]#[CH:6])([CH2:7][CH2:8][CH2:9][CH3:10])[OH:11])[F:12].[Na+:27].[nH:13]1[cH:14][cH:15][n:16][cH:17]1>>[F:1][CH:2]([C:3]([CH2:4][C:5]#[CH:6])([CH2:7][CH2:8][CH2:9][CH3:10])[O:11][Si:19]([CH3:18])([CH3:21])[CH3:22])[F:12]. The reactants are whereto, [N+](=O)([O-])C1=CC=2C(C3=CC(=CC=C3C2C=C1)[N+](=O)[O-])=CC=C1OC2=C(N1C)C=CC=C2 (2,7-dinitro-9-(3-methylbenzoxazolinylidene)ethylidenefluorene), Cl (hydrochloric acid), aqueous solution, [Cl-].[Ca+2].[Cl-] (calcium chloride). Reagents/catalysts: [Zn] (zinc), [Zn] (Zinc). Run in C(C)O (ethanol). The product is NC1=CC=2C(C3=CC(=CC=C3C2C=C1)N)=CC=C1OC2=C(N1C)C=CC=C2 (2,7-diamino-9-(3-methylbenzoxazolinylidene)ethylidenefluorene). As a reaction SMILES: Cl.[N+:2]([C:5]1[CH:17]=[CH:16][C:15]2[C:14]3[C:9](=[CH:10][C:11]([N+:18]([O-])=O)=[CH:12][CH:13]=3)[C:8](=[CH:21][CH:22]=[C:23]3[N:27]([CH3:28])[C:26]4[CH:29]=[CH:30][CH:31]=[CH:32][C:25]=4[O:24]3)[C:7]=2[CH:6]=1)([O-])=O.[Cl-].[Ca+2].[Cl-]>[Zn].C(O)C>[NH2:2][C:5]1[CH:17]=[CH:16][C:15]2[C:14]3[C:9](=[CH:10][C:11]([NH2:18])=[CH:12][CH:13]=3)[C:8](=[CH:21][CH:22]=[C:23]3[N:27]([CH3:28])[C:26]4[CH:29]=[CH:30][CH:31]=[CH:32][C:25]=4[O:24]3)[C:7]=2[CH:6]=1 |f:2.3.4|. Reported procedure: Zinc dust in an amount of 40 g was added with 50 ml of 10% hydrochloric acid, and the resulted solution was lightly stirred and was then filtrated. The resulted matter was washed with ethanol, so that an active zinc dust was obtained. The resulted active zinc dusts were put into a flask of 300 ml capacity, and whereto 4.13 g (0.01 mole) of 2,7-dinitro-9-(3-methylbenzoxazolinylidene)ethylidenefluorene and 100 ml of ethanol were added, and further 2.5 ml of an aqueous solution of 0.56 g (0.005 mol... Starting materials: CCCSc1nc2cccc(C(=O)OCC)c2n1Cc1ccc(-c2ccccc2-c2nnn[nH]2)cc1, CO. The product is CCCSc1nc2cccc(C(=O)O)c2n1Cc1ccc(-c2ccccc2-c2nnn[nH]2)cc1. As a reaction SMILES: [CH2:1]([CH2:2][CH3:3])[S:4][c:5]1[n:6][c:7]2[c:8]([n:9]1[CH2:10][c:11]1[cH:12][cH:13][c:14](-[c:17]3[c:18](-[c:23]4[n:24][n:25][n:26][nH:27]4)[cH:19][cH:20][cH:21][cH:22]3)[cH:15][cH:16]1)[c:28]([C:32](=[O:33])[O:34][CH2:35][CH3:36])[cH:29][cH:30][cH:31]2.[CH3:37][OH:38]>>[CH2:1]([CH2:2][CH3:3])[S:4][c:5]1[n:6][c:7]2[c:8]([n:9]1[CH2:10][c:11]1[cH:12][cH:13][c:14](-[c:17]3[c:18](-[c:23]4[n:24][n:25][n:26][nH:27]4)[cH:19][cH:20][cH:21][cH:22]3)[cH:15][cH:16]1)[c:28]([C:32](=[O:33])[OH:34])[cH:29][cH:30][cH:31]2. Reactants: [N+](=O)([O-])C1=C(C=CC=C1)C1=NC2=CC=CC=C2C(=C1)C(C)(C)C (2-(2-nitrophenyl)-4-tert-butylquinoline), C1(=CC=CC=C1)P(C1=CC=CC=C1)C1=CC=CC=C1 (triphenylphosphine). Solvent: ClC1=C(C=CC=C1)Cl (o-dichlorobenzene). The product is C(C)(C)(C)C1=CC=2N(C=3C=CC=CC13)N=C1C=CC=CC12 (5-tert-Butylindazolo[2,3-a]quinoline). As a reaction SMILES: [N+:1]([C:4]1[CH:9]=[CH:8][CH:7]=[CH:6][C:5]=1[C:10]1[CH:19]=[C:18]([C:20]([CH3:23])([CH3:22])[CH3:21])[C:17]2[C:12](=[CH:13][CH:14]=[CH:15][CH:16]=2)[N:11]=1)([O-])=O.C1(P(C2C=CC=CC=2)C2C=CC=CC=2)C=CC=CC=1>ClC1C=CC=CC=1Cl>[C:20]([C:18]1[C:17]2[CH:16]=[CH:15][CH:14]=[CH:13][C:12]=2[N:11]2[N:1]=[C:4]3[C:5]([CH:6]=[CH:7][CH:8]=[CH:9]3)=[C:10]2[CH:19]=1)([CH3:23])([CH3:22])[CH3:21]. Procedure: A solution of 15.3 g (50 mmol) of 2-(2-nitrophenyl)-4-tert-butylquinoline and 34.1 g (130 mmol) of triphenylphosphine in 150 ml of o-dichlorobenzene is heated under reflux for 12 h. After cooling, the solvent is removed in vacuo, the residue is recrystallised twice from ethyl acetate and then chromatographed on silica gel (DCM:heptane 3:1, v:v+0.2% of triethylamine). The solid obtained in this way is freed from readily volatile and non-volatile secondary components by fractional sublimation (p a... Starting materials: COC(=C)C (2-methoxypropene), C(O)([O-])=O.[Na+] (sodium hydrogen carbonate), BrC1=C(C=C(C(=C1)CO)F)CO ((2-Bromo-5-fluoro-4-hydroxymethylphenyl)-methanol), O1CCCC1 (tetrahydrofuran), resultant mixture. Reagents/catalysts: C1(=CC=C(C=C1)S(=O)(=O)O)C (p-toluenesulfonic acid). Conditions: time 40 minute. Yields the product BrC1=C(C=C(C(=C1)COC(C)(OC)C)F)COC(C)(C)OC (1-bromo-4-fluoro-2,5-bis-(1-methoxy-1-methyl-ethoxymethyl)-benzene). Yield: 97.0%. As a reaction SMILES: [Br:1][C:2]1[CH:7]=[C:6]([CH2:8][OH:9])[C:5]([F:10])=[CH:4][C:3]=1[CH2:11][OH:12].[CH3:13][O:14][C:15]([CH3:17])=[CH2:16].[C:18](=[O:21])([O-])O.[Na+].O1C[CH2:26][CH2:25][CH2:24]1>C1(C)C=CC(S(O)(=O)=O)=CC=1>[Br:1][C:2]1[CH:7]=[C:6]([CH2:8][O:9][C:15]([CH3:17])([O:14][CH3:13])[CH3:16])[C:5]([F:10])=[CH:4][C:3]=1[CH2:11][O:12][C:25]([O:21][CH3:18])([CH3:26])[CH3:24] |f:2.3|. Reported procedure: (2-Bromo-5-fluoro-4-hydroxymethylphenyl)-methanol (71.3 mg, 0.303 mmol) was dissolved in tetrahydrofuran (1 mL), and 2-methoxypropene (214.7 mg, 2.97 mmol) was added thereto. The resultant mixture was cooled to 0° C., and then p-toluenesulfonic acid (1.0 mg. 0.0029 mmol) was added thereto. This mixture was stirred for 40 minutes, and then saturated aqueous sodium hydrogen carbonate was added. The resultant mixture was extracted with ethyl acetate. The organic layer was dried over anhydrous sodiu... Reactants: Ice, [BH4-].[Na+] (Sodium borohydride), BrCC(=O)C1=CC(=C(NC1=O)C(=O)OCC)C(=O)OCC (diethyl 5-(bromoacetyl)-1,6-dihydro-6-oxo-2,3-pyridinedicarboxylate), ice, [BH4-].[Na+] (sodium borohydride). The product is BrCC(O)C1=CC(=C(NC1=O)C(=O)OCC)C(=O)OCC (diethyl 5-(2-bromo-1-hydroxyethyl)-1,6-dihydro-6-oxo-2,3-pyridinedicarboxylate). As a reaction SMILES: [BH4-].[Na+].[Br:3][CH2:4][C:5]([C:7]1[C:12](=[O:13])[NH:11][C:10]([C:14]([O:16][CH2:17][CH3:18])=[O:15])=[C:9]([C:19]([O:21][CH2:22][CH3:23])=[O:20])[CH:8]=1)=[O:6]>>[Br:3][CH2:4][CH:5]([C:7]1[C:12](=[O:13])[NH:11][C:10]([C:14]([O:16][CH2:17][CH3:18])=[O:15])=[C:9]([C:19]([O:21][CH2:22][CH3:23])=[O:20])[CH:8]=1)[OH:6] |f:0.1|. Procedure: Sodium borohydride (2.54 g, 0.066 mol) is added in portions over a 30 minute period to a stirred suspension of diethyl 5-(bromoacetyl)-1,6-dihydro-6-oxo-2,3-pyridinedicarboxylate (57.2 g, 0.159 mol) at 10°-20° C. Upon completion of the sodium borohydride addition, the reaction mixture is stirred while attaining room temperature. Ice (100 g) is added and the mixture stirred until the ice has melted. The mixture is then concentrated in vacuo and the residue crystallized twice from an ethyl acetate...